Dataset: the Open Reaction Database (ORD), a public repository of structured organic reaction records. Task: describe an organic reaction: reactants, conditions, products, and yield Starting materials: NC1=C(C=CC=C1)NC(C1=CC=C(C=C1)CN1C(C2=CC=CC(=C2C1)Br)=O)=O (N-(2-aminophenyl)-4-((4-bromo-1-oxoisoindolin-2-yl)methyl)benzamide), C(C1=CC=CC=C1)(=O)N (benzamide), FC(C1=CC=C(C=C1)B(O)O)(F)F (4-(trifluoromethyl)phenyl boronic acid). The product is NC1=C(C=CC=C1)NC(C1=CC=C(C=C1)CN1C(C2=CC=CC(=C2C1)C1=CC=C(C=C1)C(F)(F)F)=O)=O (N-(2-aminophenyl)-4-((4-(4-(trifluoromethyl)phenyl)-1-oxoisoindolin-2-yl)methyl)benzamide). The yield is 85.0%. RXN SMILES: [NH2:1][C:2]1[CH:7]=[CH:6][CH:5]=[CH:4][C:3]=1[NH:8][C:9](=[O:28])[C:10]1[CH:15]=[CH:14][C:13]([CH2:16][N:17]2[CH2:25][C:24]3[C:19](=[CH:20][CH:21]=[CH:22][C:23]=3Br)[C:18]2=[O:27])=[CH:12][CH:11]=1.C(N)(=O)C1C=CC=CC=1.[F:38][C:39]([F:50])([F:49])[C:40]1[CH:45]=[CH:44][C:43](B(O)O)=[CH:42][CH:41]=1>>[NH2:1][C:2]1[CH:7]=[CH:6][CH:5]=[CH:4][C:3]=1[NH:8][C:9](=[O:28])[C:10]1[CH:15]=[CH:14][C:13]([CH2:16][N:17]2[CH2:25][C:24]3[C:19](=[CH:20][CH:21]=[CH:22][C:23]=3[C:43]3[CH:44]=[CH:45][C:40]([C:39]([F:50])([F:49])[F:38])=[CH:41][CH:42]=3)[C:18]2=[O:27])=[CH:12][CH:11]=1. Procedure details: The procedure of Example 2 was repeated except for using N-(2-aminophenyl)-4-((4-bromo-1-oxoisoindolin-2-yl)methyl)benzamide obtained in Example 9 instead of N-(2-aminophenyl)-4-(4-bromo-5,6-dimethoxy-1-oxoisoindolin-2-yl)methyl)benzamide, and 4-(trifluoromethyl)phenyl boronic acid instead of phenyl boronic acid to obtain the title compound (85%).